Dataset: the Open Reaction Database (ORD), a public repository of structured organic reaction records. Task: describe an organic reaction: reactants, conditions, products, and yield The reactants are C=C[Mg+], [Cl-], O=Cc1ccc(F)cc1F, C1CCOC1. The product is C=CC(O)c1ccc(F)cc1F. Reaction SMILES: [CH:12](=[CH2:13])[Mg+:14].[Cl-:11].[F:1][c:2]1[c:3]([CH:4]=[O:5])[cH:6][cH:7][c:8]([F:10])[cH:9]1.[O:15]1[CH2:16][CH2:17][CH2:18][CH2:19]1>>[F:1][c:2]1[c:3]([CH:4]([OH:5])[CH:12]=[CH2:13])[cH:6][cH:7][c:8]([F:10])[cH:9]1. Starting materials: [Al+3], CCOCC, COc1ccccc1OC, CCCCCC, CCOC(C)=O, [Cl-], [Cl-], [Cl-], O=C1CCC(=O)O1. Product: COc1ccc(C(=O)CCC(=O)O)cc1OC. As a reaction SMILES: [Al+3:19].[CH2:22]([O:23][CH2:24][CH3:25])[CH3:26].[CH3:1][O:2][c:3]1[cH:4][cH:5][cH:6][cH:7][c:8]1[O:9][CH3:10].[CH3:27][CH2:28][CH2:29][CH2:30][CH2:31][CH3:32].[CH3:33][CH2:34][O:35][C:36]([CH3:37])=[O:38].[Cl-:18].[Cl-:20].[Cl-:21].[O:11]=[C:12]1[CH2:13][CH2:14][C:15](=[O:16])[O:17]1>>[CH3:1][O:2][c:3]1[cH:4][c:5]([C:15]([CH2:14][CH2:13][C:12](=[O:11])[OH:17])=[O:16])[cH:6][cH:7][c:8]1[O:9][CH3:10]. The reactants are BrN1C(CCC1=O)=O (N-bromosuccinimide), FC=1C=C(C=CC1[N+](=O)[O-])C (3-fluoro-4-nitrotoluene), 2,2′-azoisobutyronitrile, ClCCCl (1,2-dichloroethane), O (water). Conditions: temperature 23 celsius, time 30 minute. The product is FC=1C=C(CN2CCOCC2)C=CC1[N+](=O)[O-] (4-(3-fluoro-4-nitrobenzyl)morpholine). RXN SMILES: Br[N:2]1[C:6](=O)[CH2:5][CH2:4][C:3]1=O.[F:9][C:10]1[CH:11]=[C:12]([CH3:19])[CH:13]=[CH:14][C:15]=1[N+:16]([O-:18])=[O:17].ClCCCl.[OH2:24]>>[F:9][C:10]1[CH:11]=[C:12]([CH:13]=[CH:14][C:15]=1[N+:16]([O-:18])=[O:17])[CH2:19][N:2]1[CH2:6][CH2:5][O:24][CH2:4][CH2:3]1. Procedure details: A slurry of N-bromosuccinimide (167 g), 3-fluoro-4-nitrotoluene (135 g), 2,2′-azoisobutyronitrile (17.1 g) and 1,2-dichloroethane (1120 g) is stirred at 60° C. for 2 hours and then at 80° C. for 30 min. The reaction mixture is cooled to 23° C. and water (300 ml) is added. The phases are separated and the aqueous is washed with methylene chloride (300 ml). The combined organics are concentrated. Methanol (400 ml) is added and the mixture is cooled to −5° C. Morpholine (218 g) is added slowly whil... Starting materials: CCOC(=O)C(=O)NC1=C(C(=CC=C1)OC)C(=O)N (2'-Carbamoyl-3'-methoxyoxanilic acid ethyl ester), N (ammonia). The solvent is C(C)O (ethanol). Run at time 2 hour. Yields the product C(N)(=O)C1=C(C=CC=C1OC)NC(=O)C(=O)N (N-(2-Carbamoyl-3-methoxyphenyl)oxamide). As a reaction SMILES: CC[O:3][C:4]([C:6]([NH:8][C:9]1[CH:14]=[CH:13][CH:12]=[C:11]([O:15][CH3:16])[C:10]=1[C:17]([NH2:19])=[O:18])=[O:7])=O.[NH3:20]>C(O)C>[C:17]([C:10]1[C:11]([O:15][CH3:16])=[CH:12][CH:13]=[CH:14][C:9]=1[NH:8][C:6]([C:4]([NH2:20])=[O:3])=[O:7])(=[O:18])[NH2:19]. Procedure details: 2'-Carbamoyl-3'-methoxyoxanilic acid ethyl ester (5.0 g, 0.0188 mole) is added to 50 ml of ethanol saturated with ammonia at 0°-5°C., and the mixture is stirred in an ice-bath for 2 hours, then filtered. The cake is washed with ethanol, giving 1.41 g of the title compound, m.p. 252°-255°C., after crystallization from water. Reactants: N1(C=NC=C1)C[C@H](C1=CC=CC=C1)OC1=C(C=2CCCC(C2C=C1)=O)CS(=O)(=O)C1=C(C(=O)OC)C=CC=C1 (methyl 2-{[(2-{[(1S)-2-(1H-imidazol-1-yl)-1-phenylethyl]oxy}-5-oxo-5,6,7,8-tetrahydro-1-naphthalenyl)methyl]sulfonyl}benzoate), [OH-].[Li+] (lithium hydroxide), [Na+].[Cl-] (NaCl), Cl (HCl). The solvent is O (water), O1CCOCC1 (p-dioxane), ClCCl.CO (dichloromethane MeOH), O (Water). Run at time 2 hour. Yields the product N1(C=NC=C1)C[C@H](C1=CC=CC=C1)OC1=C(C=2CCCC(C2C=C1)=O)CS(=O)(=O)C1=C(C(=O)O)C=CC=C1 (2-{[(2-{[(1S)-2-(1H-Imidazol-1-yl)-1-phenylethyl]oxy}-5-oxo-5,6,7,8-tetrahydro-1-naphthalenyl)methyl]sulfonyl}benzoic Acid). Yield: 78.0%. Reaction SMILES: [N:1]1([CH2:6][C@@H:7]([O:14][C:15]2[CH:24]=[CH:23][C:22]3[C:21](=[O:25])[CH2:20][CH2:19][CH2:18][C:17]=3[C:16]=2[CH2:26][S:27]([C:30]2[CH:39]=[CH:38][CH:37]=[CH:36][C:31]=2[C:32]([O:34]C)=[O:33])(=[O:29])=[O:28])[C:8]2[CH:13]=[CH:12][CH:11]=[CH:10][CH:9]=2)[CH:5]=[CH:4][N:3]=[CH:2]1.[OH-].[Li+].Cl.[Na+].[Cl-]>ClCCl.CO.O.O1CCOCC1>[N:1]1([CH2:6][C@@H:7]([O:14][C:15]2[CH:24]=[CH:23][C:22]3[C:21](=[O:25])[CH2:20][CH2:19][CH2:18][C:17]=3[C:16]=2[CH2:26][S:27]([C:30]2[CH:39]=[CH:38][CH:37]=[CH:36][C:31]=2[C:32]([OH:34])=[O:33])(=[O:29])=[O:28])[C:8]2[CH:13]=[CH:12][CH:11]=[CH:10][CH:9]=2)[CH:5]=[CH:4][N:3]=[CH:2]1 |f:1.2,4.5,6.7|. Reported procedure: A mixture of methyl 2-{[(2-{[(1S)-2-(1H-imidazol-1-yl)-1-phenylethyl]oxy}-5-oxo-5,6,7,8-tetrahydro-1-naphthalenyl)methyl]sulfonyl}benzoate (2.47 g, 4.54 mmol), 2N lithium hydroxide (9.1 ml), p-dioxane (45 ml) and water (27 ml) was stirred at room temperature for 2 h. Water (200 ml) was added and acidified with conc HCl to pH 3 at 0° C. Aqueous NaCl (50 ml) was added and further stirred at 0° C. for 1H. The precipitate was filtered, washed with water, and dried, to give a beige solid, 1.88 g, 78%... The reactants are C(C)(C)N1CCC(CC1)OC=1C=C(C=CC1)CN (1-{3-[(1-Isopropylpiperidin-4-yl)oxy]phenyl}methanamine), ClC1=CC=C(C=C1)C1=CC(=C(S1)C(=O)OC)/N=C/N(C)C (methyl 5-(4-chlorophenyl)-3-{[(1E)-(dimethylamino)methylene]amino}thiophene-2-carboxylate). Run in CO (MeOH). Run at temperature 120 celsius. Yields the product C(C)(=O)O.ClC1=CC=C(C=C1)C1=CC=2N=CN(C(C2S1)=O)CC1=CC(=CC=C1)OC1CCN(CC1)C(C)C (6-(4-Chlorophenyl)-3-{3-[(1-isopropylpiperidin-4-yl)oxy]benzyl}thieno[3,2-d]pyrimidin-4(3H)-one, acetate salt). As a reaction SMILES: [CH:1]([N:4]1[CH2:9][CH2:8][CH:7]([O:10][C:11]2[CH:12]=[C:13]([CH2:17][NH2:18])[CH:14]=[CH:15][CH:16]=2)[CH2:6][CH2:5]1)([CH3:3])[CH3:2].[Cl:19][C:20]1[CH:25]=[CH:24][C:23]([C:26]2[S:30][C:29]([C:31]([O:33]C)=[O:32])=[C:28](/[N:35]=[CH:36]/N(C)C)[CH:27]=2)=[CH:22][CH:21]=1>CO>[C:31]([OH:33])(=[O:32])[CH3:29].[Cl:19][C:20]1[CH:21]=[CH:22][C:23]([C:26]2[S:30][C:29]3[C:31](=[O:32])[N:18]([CH2:17][C:13]4[CH:14]=[CH:15][CH:16]=[C:11]([O:10][CH:7]5[CH2:8][CH2:9][N:4]([CH:1]([CH3:3])[CH3:2])[CH2:5][CH2:6]5)[CH:12]=4)[CH:36]=[N:35][C:28]=3[CH:27]=2)=[CH:24][CH:25]=1 |f:3.4|. Procedure details: 1-{3-[(1-Isopropylpiperidin-4-yl)oxy]phenyl}methanamine (188 mg, 0.757 mmol) and methyl 5-(4-chlorophenyl)-3-{[(1E)-(dimethylamino)methylene]amino}thiophene-2-carboxylate (244 mg, 0.757 mmol) were dissolved in MeOH (2 ml). The reaction was heated in a microwave at 120° C. for 15 minutes, during which time a precipitate had been formed in the microwave vial. The precipitate was filtered off and washed with MeOH. The filtrate was purified by reversed phase HPLC yielding the title compound as a whi... The reactants are CC(=O)O[BH-](OC(C)=O)OC(C)=O, C1CCOC1, Cl, O=C(O)C=CC(=O)c1cccc([N+](=O)[O-])c1. Yields the product O=C(O)CCC(=O)c1cccc([N+](=O)[O-])c1. RXN SMILES: [C:1]([O:2][BH-:3]([O:4][C:5](=[O:6])[CH3:7])[O:8][C:9](=[O:10])[CH3:11])(=[O:12])[CH3:13].[CH2:31]1[O:32][CH2:33][CH2:34][CH2:35]1.[ClH:30].[N+:14](=[O:15])([O-:16])[c:17]1[cH:18][c:19]([C:23]([CH:24]=[CH:25][C:26](=[O:27])[OH:28])=[O:29])[cH:20][cH:21][cH:22]1>>[N+:14](=[O:15])([O-:16])[c:17]1[cH:18][c:19]([C:23]([CH2:24][CH2:25][C:26](=[O:27])[OH:28])=[O:29])[cH:20][cH:21][cH:22]1. Starting materials: C(C1=CC=CC=C1)(C1=CC=CC=C1)(C1=CC=CC=C1)S[C@H]1[C@H](O)[C@@H](O)[C@H](O)[C@H](O1)CO (S-Trityl-1-thio-β-D-glucopyranose), CS(=O)(=O)Cl (methylsulfonyl chloride). The solvent is N1=CC=CC=C1 (pyridine). Run at time 22 hour. Product: C(C1=CC=CC=C1)(C1=CC=CC=C1)(C1=CC=CC=C1)S[C@H]1[C@H](OS(=O)(=O)C)[C@@H](OS(=O)(=O)C)[C@H](OS(=O)(=O)C)[C@H](O1)COS(=O)(=O)C (S-trityl-2,3,4,6-tetra-O-methylsulfonyl-1-thio-β-D-glucopyranose). RXN SMILES: [C:1]([S:20][C@@H:21]1[O:29][C@H:28]([CH2:30][OH:31])[C@@H:26]([OH:27])[C@H:24]([OH:25])[C@H:22]1[OH:23])([C:14]1[CH:19]=[CH:18][CH:17]=[CH:16][CH:15]=1)([C:8]1[CH:13]=[CH:12][CH:11]=[CH:10][CH:9]=1)[C:2]1[CH:7]=[CH:6][CH:5]=[CH:4][CH:3]=1.[CH3:32][S:33](Cl)(=[O:35])=[O:34]>N1C=CC=CC=1>[C:1]([S:20][C@@H:21]1[O:29][C@H:28]([CH2:30][O:31][S:33]([CH3:32])(=[O:35])=[O:34])[C@@H:26]([O:27][S:33]([CH3:32])(=[O:35])=[O:34])[C@H:24]([O:25][S:33]([CH3:32])(=[O:35])=[O:34])[C@H:22]1[O:23][S:33]([CH3:32])(=[O:35])=[O:34])([C:14]1[CH:19]=[CH:18][CH:17]=[CH:16][CH:15]=1)([C:8]1[CH:9]=[CH:10][CH:11]=[CH:12][CH:13]=1)[C:2]1[CH:7]=[CH:6][CH:5]=[CH:4][CH:3]=1. Reported procedure: S-Trityl-1-thio-β-D-glucopyranose (3.6 g.) was dissolved in 50 ml. dry pyridine, cooled to 0° while 5 ml. (7.5 g.) of methylsulfonyl chloride was added. The solution was placed in the refrigerator for 22 hours until thin layer chromatography showed only traces of starting material or partially reacted products remaining. The solvent was removed at reduced pressure. The oily residue was dissolved in chloroform (200 ml.) and was washed with dilute hydrochloric acid and brine. Evaporating the dried...